From a dataset of the Open Reaction Database (ORD), a public repository of structured organic reaction records. describe an organic reaction: reactants, conditions, products, and yield Starting materials: C(C)(C)(C)OC(=O)C1=NC=CC(=C1)OC1=CC2=C(N(C(=N2)NC2=CC(=C(C=C2)Br)C)C)C=C1 (tert-butyl4-(2-{[4-bromo-3-methylphenyl]amino)-1-methylbenzimidazol-5-yloxy)pyridine-2-carboxylate), C(C)(C)(C)OC(=O)C1=NC=CC(=C1)OC1=CC(=C(C=C1OC)NC)N (tert-butyl4-[3-amino-6-methoxy-4-(methylamino)phenoxy]pyridine-2-carboxylate), NC(=S)N (thiourea), IC (iodomethane), FC(C(=O)O)(F)F (trifluroacetic acid). Run in CO (methanol), C(Cl)Cl (methylene chloride). Conditions: time 16 hour. The product is BrC1=C(C=C(C=C1)NC1=NC2=C(N1C)C=C(C(=C2)OC2(NC=CC=C2)C(=O)O)OC)C (2-{[4-bromo-3-methylphenylamino)-6-methoxy-1-methylbenzimidazol-5-yloxy)pyridine-2-carboxylic acid). RXN SMILES: C([O:5][C:6]([C:8]1[CH:13]=[C:12](OC2C(OC)=CC(NC)=C(N)C=2)[CH:11]=[CH:10][N:9]=1)=[O:7])(C)(C)C.NC(N)=S.IC.C(OC(C1C=C([O:45][C:46]2[CH:64]=[CH:63][C:49]3[N:50]([CH3:62])[C:51]([NH:53][C:54]4[CH:59]=[CH:58][C:57]([Br:60])=[C:56]([CH3:61])[CH:55]=4)=[N:52][C:48]=3[CH:47]=2)C=CN=1)=O)(C)(C)C.FC(F)(F)[C:67](O)=[O:68]>CO.C(Cl)Cl>[Br:60][C:57]1[CH:58]=[CH:59][C:54]([NH:53][C:51]2[N:50]([CH3:62])[C:49]3[CH:63]=[C:64]([O:68][CH3:67])[C:46]([O:45][C:8]4([C:6]([OH:7])=[O:5])[CH:13]=[CH:12][CH:11]=[CH:10][NH:9]4)=[CH:47][C:48]=3[N:52]=2)=[CH:55][C:56]=1[CH3:61]. Procedure details: To tert-butyl4-[3-amino-6-methoxy-4-(methylamino)phenoxy]pyridine-2-carboxylate(1 eq) in methanol was added 4-bromo-3-methylbenzeneisothiocyanate (1 eq) and stir at ambient temperature for 16 h. Formation of the corresponding thiourea was followed by LC/MS. To it was then added iodomethane (1 eq) and heated to 60° C. for 2 h. Formation of tert-butyl4-(2-{[4-bromo-3-methylphenyl]amino)-1-methylbenzimidazol-5-yloxy)pyridine-2-carboxylate was followed by LC/MS. To it in methylene chloride was added... Starting materials: C1(=CC=CC=C1)OC(NCC1CCC(CC1)(C1=CC=CC=C1)N(C)C)=O ((4-dimethylamino-4-phenylcyclohexylmethyl)-carbamic acid phenyl ester), ClC=1C=C2C(=CNC2=CC1)C=1CCNCC1 (5-chloro-3-(1,2,3,6-tetrahydropyridine-4-yl)-1H-indole). The product is CN(C1(CCC(CC1)CNC(=O)N1CCC(=CC1)C1=CNC2=CC=C(C=C12)Cl)C1=CC=CC=C1)C (4-(5-chloro-1H-indol-3-yl)-3,6-dihydro-2H-pyridine-1-carboxylic acid-(4-dimethylamino-4-phenylcyclohexylmethyl)-amide). Procedure details: The diastereoisomer mixture of (4-dimethylamino-4-phenylcyclohexylmethyl)-carbamic acid phenyl ester (705 mg, 2 mmole) was added to a solution of 5-chloro-3-(1,2,3,6-tetrahydropyridine-4-yl)-1H-indole (465.4 mg, 2 mmole) in dioxane (12 ml). The reaction mixture was then boiled under reflux for 20 hours. The reaction mixture was a suspension at RT. The solid was filtered off, washed with cold dioxane (3×2 ml) and dried. The solid was the polar diastereoisomer of 4-(5-chloro-1H-indol-3-yl)-3,6-dih... Isolated yield 8.7%. The solvent is O1CCOCC1 (dioxane). RXN SMILES: C1([O:7][C:8](=O)[NH:9][CH2:10][CH:11]2[CH2:16][CH2:15][C:14]([N:23]([CH3:25])[CH3:24])([C:17]3[CH:22]=[CH:21][CH:20]=[CH:19][CH:18]=3)[CH2:13][CH2:12]2)C=CC=CC=1.[Cl:27][C:28]1[CH:29]=[C:30]2[C:34](=[CH:35][CH:36]=1)[NH:33][CH:32]=[C:31]2[C:37]1[CH2:38][CH2:39][NH:40][CH2:41][CH:42]=1>O1CCOCC1>[CH3:24][N:23]([CH3:25])[C:14]1([C:17]2[CH:18]=[CH:19][CH:20]=[CH:21][CH:22]=2)[CH2:15][CH2:16][CH:11]([CH2:10][NH:9][C:8]([N:40]2[CH2:39][CH:38]=[C:37]([C:31]3[C:30]4[C:34](=[CH:35][CH:36]=[C:28]([Cl:27])[CH:29]=4)[NH:33][CH:32]=3)[CH2:42][CH2:41]2)=[O:7])[CH2:12][CH2:13]1. Reactants: BrCCBr, C1CCOC1, CC1CC(=O)CCO1, Cl, Fc1cc(F)cc(Br)c1, [Mg]. Product: CC1CC(O)(c2cc(F)cc(F)c2)CCO1. As a reaction SMILES: [Br:10][CH2:11][CH2:12][Br:13].[CH2:24]1[O:25][CH2:26][CH2:27][CH2:28]1.[CH3:15][CH:16]1[O:17][CH2:18][CH2:19][C:20](=[O:22])[CH2:21]1.[ClH:23].[F:1][c:2]1[cH:3][c:4]([Br:9])[cH:5][c:6]([F:8])[cH:7]1.[Mg:14]>>[F:1][c:2]1[cH:3][c:4]([C:20]2([OH:22])[CH2:19][CH2:18][O:17][CH:16]([CH3:15])[CH2:21]2)[cH:5][c:6]([F:8])[cH:7]1. Starting materials: OCCBr, O=C([O-])[O-], Cc1cc2c(cc1C(F)(F)F)N(C(=O)OC(C)(C)C)CCCC2N(Cc1cc(C(F)(F)F)cc(C(F)(F)F)c1)c1nn[nH]n1, [K+], [K+], CN(C)C=O. Yields the product Cc1cc2c(cc1C(F)(F)F)N(C(=O)OC(C)(C)C)CCCC2N(Cc1cc(C(F)(F)F)cc(C(F)(F)F)c1)c1nnn(CCO)n1. Reaction SMILES: [Br:51][CH2:52][CH2:53][OH:54].[C:45](=[O:46])([O-:47])[O-:48].[F:1][C:2]([c:3]1[cH:4][c:5]([CH2:6][N:7]([CH:8]2[c:9]3[c:10]([cH:22][c:23]([C:27]([F:28])([F:29])[F:30])[c:24]([CH3:26])[cH:25]3)[N:11]([C:15](=[O:16])[O:17][C:18]([CH3:19])([CH3:20])[CH3:21])[CH2:12][CH2:13][CH2:14]2)[c:31]2[n:32][n:33][nH:34][n:35]2)[cH:36][c:37]([C:39]([F:40])([F:41])[F:42])[cH:38]1)([F:43])[F:44].[K+:49].[K+:50].[O:55]=[CH:56][N:57]([CH3:58])[CH3:59]>>[F:1][C:2]([c:3]1[cH:4][c:5]([CH2:6][N:7]([CH:8]2[c:9]3[c:10]([cH:22][c:23]([C:27]([F:28])([F:29])[F:30])[c:24]([CH3:26])[cH:25]3)[N:11]([C:15](=[O:16])[O:17][C:18]([CH3:19])([CH3:20])[CH3:21])[CH2:12][CH2:13][CH2:14]2)[c:31]2[n:32][n:33][n:34]([CH2:52][CH2:53][OH:54])[n:35]2)[cH:36][c:37]([C:39]([F:40])([F:41])[F:42])[cH:38]1)([F:43])[F:44].